Dataset: the Open Reaction Database (ORD), a public repository of structured organic reaction records. Task: describe an organic reaction: reactants, conditions, products, and yield The reactants are OC1(CCN(CC1)CC1=CC=CC=C1)CC(=O)OCC (ethyl [4-hydroxy-1-(phenylmethyl)-4-piperidinyl]acetate), 3d, N.CO (NH3 MeOH). The product is OC1(CCN(CC1)CC1=CC=CC=C1)CC(=O)N (2-[4-hydroxy-1-(phenylmethyl)-4-piperidinyl]acetamide). RXN SMILES: [OH:1][C:2]1([CH2:15][C:16]([O:18]CC)=O)[CH2:7][CH2:6][N:5]([CH2:8][C:9]2[CH:14]=[CH:13][CH:12]=[CH:11][CH:10]=2)[CH2:4][CH2:3]1.[NH3:21].CO>>[OH:1][C:2]1([CH2:15][C:16]([NH2:21])=[O:18])[CH2:7][CH2:6][N:5]([CH2:8][C:9]2[CH:14]=[CH:13][CH:12]=[CH:11][CH:10]=2)[CH2:4][CH2:3]1 |f:1.2|. Procedure: A solution of ethyl [4-hydroxy-1-(phenylmethyl)-4-piperidinyl]acetate (15 g, 54.15 mmol) [prepared according to Caroon, J. M.; et al. J. Med. Chem. 1981, 24,1320.] in 7N NH3-MeOH (16 mL) was heated to 100° C. in a sealed tube for 3d. The solution was cooled and concentrated and the residue washed with DCM providing the title compound (4 g, 30%) as a white solid which was used directly without further purification: LCMS (ES) m/e 249 (M+H)+. The reactants are CN(C)C=O, CCOC(C)=O, O=C(Cl)CCl, CCc1ccc(NC(=O)c2cccc(C(C)(C)C#N)c2)cc1Oc1ccc2nc(N)sc2n1. The product is CCc1ccc(NC(=O)c2cccc(C(C)(C)C#N)c2)cc1Oc1ccc2nc(NC(=O)CCl)sc2n1. As a reaction SMILES: [CH3:39][N:40]([CH3:41])[CH:42]=[O:43].[CH3:44][CH2:45][O:46][C:47](=[O:48])[CH3:49].[Cl:34][CH2:35][C:36](=[O:37])[Cl:38].[NH2:1][c:2]1[s:3][c:4]2[n:5][c:6]([O:11][c:12]3[cH:13][c:14]([NH:20][C:21]([c:22]4[cH:23][c:24]([C:28]([CH3:29])([CH3:30])[C:31]#[N:32])[cH:25][cH:26][cH:27]4)=[O:33])[cH:15][cH:16][c:17]3[CH2:18][CH3:19])[cH:7][cH:8][c:9]2[n:10]1>>[NH:1]([c:2]1[s:3][c:4]2[n:5][c:6]([O:11][c:12]3[cH:13][c:14]([NH:20][C:21]([c:22]4[cH:23][c:24]([C:28]([CH3:29])([CH3:30])[C:31]#[N:32])[cH:25][cH:26][cH:27]4)=[O:33])[cH:15][cH:16][c:17]3[CH2:18][CH3:19])[cH:7][cH:8][c:9]2[n:10]1)[C:36]([CH2:35][Cl:34])=[O:37]. Reaction SMILES: CC(C)([O-])C.[K+].[C:7]([O:15][CH:16]1[CH2:21][C:20]([CH3:23])([CH3:22])[N:19]([OH:24])[C:18]([CH3:26])([CH3:25])[CH2:17]1)(=[O:14])[C:8]1[CH:13]=[CH:12][CH:11]=[CH:10][CH:9]=1.[CH:27]([P:29](=[O:36])([O:33][CH2:34][CH3:35])[O:30][CH2:31][CH3:32])=[CH2:28]>O1CCCC1>[C:7]([O:15][CH:16]1[CH2:17][C:18]([CH3:26])([CH3:25])[N:19]([O:24][CH2:28][CH2:27][P:29](=[O:36])([O:33][CH2:34][CH3:35])[O:30][CH2:31][CH3:32])[C:20]([CH3:22])([CH3:23])[CH2:21]1)(=[O:14])[C:8]1[CH:9]=[CH:10][CH:11]=[CH:12][CH:13]=1 |f:0.1|. Reported procedure: To a suspension of 0.12 gram of potassium tert-butoxide in 25 ml of dry tetrahydrofuran is added 3.0 grams of 4-benzoyloxy-1-hydroxy-2,2,6,6-tetramethylpiperidine. After stirring the solution under nitrogen at room temperature for ten minutes, 1.78 grams of diethyl vinylphosphonate are added. After stirring the reaction mixture at room temperature under nitrogen for 24 hours, the solvent is removed under reduced pressure. The residue is partitioned between water and methylene chloride. The organ... The solvent is O1CCCC1 (tetrahydrofuran). The reactants are C(C1=CC=CC=C1)(=O)OC1CC(N(C(C1)(C)C)O)(C)C (4-benzoyloxy-1-hydroxy-2,2,6,6-tetramethylpiperidine), CC(C)([O-])C.[K+] (potassium tert-butoxide), C(=C)P(OCC)(OCC)=O (diethyl vinylphosphonate). Product: C(C1=CC=CC=C1)(=O)OC1CC(N(C(C1)(C)C)OCCP(OCC)(OCC)=O)(C)C (Diethyl 2-(4-Benzoyloxy-2,2,6,6-tetramethylpiperidin-1-oxy)ethylphosphonate). Starting materials: N, c12c(n(c(c(c1)Br)=O)C(C)C)nc(nc2C)N. The reagents and catalysts are c1ccc(cc1)-c2c3ccccc3cc4ccccc24 (9-Phenylanthracene), CCN(C(C)C)C(C)C (DIPEA), 3G OMs XanthPhos. The solvent is CO (MeOH). Reaction conditions: temperature 90 celsius, time 18 hour. The product is CC(C)N1C(=O)C(=Cc2c(C)nc(N)nc12)C(=O)N. As a reaction SMILES: [CH3:1][CH:2]([N:4]1[c:16]([c:9]2[CH:8]=[C:7](Br)[C:5]1=[O:6])[n:15][c:13]([NH2:14])[n:12][c:10]2[CH3:11])[CH3:3]>>[CH3:1][CH:2]([N:4]1[c:16]([c:9]2[CH:8]=[C:7](C(N)=O)[C:5]1=[O:6])[n:15][c:13]([NH2:14])[n:12][c:10]2[CH3:11])[CH3:3]. Starting materials: N(=O)[O-].[Na+] (sodium nitrite), COC1=CC=C(C=C1)N (p-anisidine), Cl (hydrochloric acid). Run in O (water), O (water). Conditions: time 2 hour. The product is [Cl-].COC1=CC=C(C=C1)[N+]#N (4-methoxy-phenyl-diazonium chloride). The yield is 77.0%. As a reaction SMILES: [N:1]([O-])=O.[Na+].[CH3:5][O:6][C:7]1[CH:12]=[CH:11][C:10]([NH2:13])=[CH:9][CH:8]=1.[ClH:14]>O>[Cl-:14].[CH3:5][O:6][C:7]1[CH:12]=[CH:11][C:10]([N+:13]#[N:1])=[CH:9][CH:8]=1 |f:0.1,5.6|. Reported procedure: A solution of 4-methoxy-phenyl-diazonium chloride was prepared by adding dropwise at 0° C. a solution of 1.8 g of sodium nitrite dissolved in 2.5 ml of water to a solution of 3.075 g of p-anisidine dissolved in 25 ml of water and 8.1 ml of concentrated hydrochloric acid. The reaction mixture was allowed to stand for 2 hours. The reactants are CCOC(=O)C (EtOAc), ClC=1C=C(N)C=CC1 (3-chloroaniline), C(C)(C)(C)OC(=O)NC(C=O)CC#CC ((±)-2-(tert-butoxycarbonylamino)-4-hexynal), C(C)(=O)O[BH-](OC(C)=O)OC(C)=O.[Na+] (sodium triacetoxyborohydride). Solvent: ClC(C)Cl (dichloroethane). Conditions: time 1 hour. The product is C(C)(C)(C)OC(=O)NC(C)CCNC1=CC(=CC=C1)Cl ((±)-2-(tert-butoxycarbonylamino)-N-(3-chlorophenyl)-4-butylamine). As a reaction SMILES: [Cl:1][C:2]1[CH:3]=[C:4]([CH:6]=[CH:7][CH:8]=1)[NH2:5].[C:9]([O:13][C:14]([NH:16][CH:17]([CH2:20][C:21]#CC)[CH:18]=O)=[O:15])([CH3:12])([CH3:11])[CH3:10].C(O[BH-](OC(=O)C)OC(=O)C)(=O)C.[Na+].CCOC(C)=O>ClC(Cl)C>[C:9]([O:13][C:14]([NH:16][CH:17]([CH2:20][CH2:21][NH:5][C:4]1[CH:6]=[CH:7][CH:8]=[C:2]([Cl:1])[CH:3]=1)[CH3:18])=[O:15])([CH3:12])([CH3:11])[CH3:10] |f:2.3|. Reported procedure: To a 0° C. solution of 3-chloroaniline (4.33 mL, 40.9 mmol), the product from Step F (ca. 41 mmol), and crushed 4 Å molecular sieves (10 g) in dichloroethane (100 mL) under nitrogen was added sodium triacetoxyborohydride (12.9 g, 61.5 mmol). The reaction was stirred for one hour, then warmed to room temperature. After 3 hours, the solution was poured into EtOAc and washed with water, sat. NaHCO3 soln. and brine. The solution was dried over sodium sulfate and concentrated in vacuo to provide the ...